Dataset: the Open Reaction Database (ORD), a public repository of structured organic reaction records. Task: describe an organic reaction: reactants, conditions, products, and yield Reactants: Brc1cccc(Br)c1, O=C([O-])O, COc1ccccc1B(O)O, COCCOC, [Na+], O, Cl[Pd]Cl, c1ccc(P(c2ccccc2)c2ccccc2)cc1, c1ccc(P(c2ccccc2)c2ccccc2)cc1. Yields the product COc1ccccc1-c1cccc(Br)c1. Reaction SMILES: [Br:12][c:13]1[cH:14][cH:15][cH:16][c:17]([Br:19])[cH:18]1.[C:20](=[O:21])([OH:22])[O-:23].[CH3:1][O:2][c:3]1[c:4]([B:9]([OH:10])[OH:11])[cH:5][cH:6][cH:7][cH:8]1.[CH3:25][O:26][CH2:27][CH2:28][O:29][CH3:30].[Na+:24].[OH2:31].[Pd:32]([Cl:33])[Cl:34].[c:35]1([P:36]([c:37]2[cH:38][cH:39][cH:40][cH:41][cH:42]2)[c:43]2[cH:44][cH:45][cH:46][cH:47][cH:48]2)[cH:49][cH:50][cH:51][cH:52][cH:53]1.[c:54]1([P:55]([c:56]2[cH:57][cH:58][cH:59][cH:60][cH:61]2)[c:62]2[cH:63][cH:64][cH:65][cH:66][cH:67]2)[cH:68][cH:69][cH:70][cH:71][cH:72]1>>[CH3:1][O:2][c:3]1[c:4](-[c:17]2[cH:16][cH:15][cH:14][c:13]([Br:12])[cH:18]2)[cH:5][cH:6][cH:7][cH:8]1. Starting materials: C1[C@@H]2N(C1=O)[C@H](/C(=C/CO)/O2)C(=O)OCC3=CC=CC=C3 (Benzyl clavulanate), C([O-])(O)=O.[Na+] (sodium bicarbonate), ( m ), [K+].[Br-] (KBr). The reagents and catalysts are [Pd] (Pd/C). Run in C(C)O (ethanol), O (water). Yields the product C1[C@@H]2N(C1=O)[C@H](/C(=C/CO)/O2)C(=O)O (Sodium Clavulanate). As a reaction SMILES: [CH2:1]1[C:4](=[O:5])[N:3]2[C@@H:6]([C:12]([O:14]CC3C=CC=CC=3)=[O:13])/[C:7](/[O:11][C@H:2]12)=[CH:8]/[CH2:9][OH:10].C(=O)(O)[O-].[Na+].[K+].[Br-]>C(O)C.O.[Pd]>[CH2:1]1[C:4](=[O:5])[N:3]2[C@@H:6]([C:12]([OH:14])=[O:13])/[C:7](/[O:11][C@H:2]12)=[CH:8]/[CH2:9][OH:10] |f:1.2,3.4|. Reported procedure: Benzyl clavulanate (840 mgs) in ethanol (30 ml) and water (5 ml) was hydrogenated over 10% Pd/C (267 mgs) and sodium bicarbonate (244 mgs) for 25 minutes at room temperature and atmospheric pressure. The catalyst was filtered, washed with water and ethanol and the combined filtrates were evaporated in vacuo. The product crystallised from a water-acetone mixture as microneedles (565 mgs). Recrystallisation from water-acetone gave needles which, after drying over P2O5 in vacuo for 24 hours gave th... The reactants are CCCCO, C1CCOC1, CCCCc1nc(Br)c(C=O)n1Cc1ccc(C(=O)OC)cc1, CC=C(C)C, [O-][Cl+][O-], [Na+], [Na+], O, O=P([O-])(O)O. Yields the product CCCCc1nc(Br)c(C(=O)O)n1Cc1ccc(C(=O)OC)cc1. As a reaction SMILES: [CH2:24]([CH2:25][CH2:26][CH3:27])[OH:28].[CH2:45]1[O:46][CH2:47][CH2:48][CH2:49]1.[CH3:1][O:2][C:3]([c:4]1[cH:5][cH:6][c:7]([CH2:10][n:11]2[c:12]([CH2:19][CH2:20][CH2:21][CH3:22])[n:13][c:14]([Br:18])[c:15]2[CH:16]=[O:17])[cH:8][cH:9]1)=[O:23].[CH3:29][C:30](=[CH:31][CH3:32])[CH3:33].[Cl+:40]([O-:41])[O-:42].[Na+:39].[Na+:43].[OH2:44].[P:34]([O-:35])([OH:36])([OH:37])=[O:38]>>[CH3:1][O:2][C:3]([c:4]1[cH:5][cH:6][c:7]([CH2:10][n:11]2[c:12]([CH2:19][CH2:20][CH2:21][CH3:22])[n:13][c:14]([Br:18])[c:15]2[C:16](=[O:17])[OH:28])[cH:8][cH:9]1)=[O:23]. Reactants: C(C)(C)NC(C)C (diisopropylamine), CC(CCCCC)=O (2-heptanone), C(CCC)[Li] (butyllithium), CC1=C(N=C(C(=N1)C)C)C (tetramethylpyrazine). The solvent is CCOCC (ether). Yields the product OC(CC1=NC(=C(N=C1C)C)C)(CCCCC)C (2-(2-Hydroxy-2-methylheptyl)-3,5,6-trimethylpyrazine). Procedure details: The preparation is carried out in the manner described in Example VII using 10.1 grams (0.1 mole) of diisopropylamine in 80 milliliters of ether, 0.95 mole of butyllithium, 13.6 grams (0.1 mole) of tetramethylpyrazine, and 12.8 grams (0.1 mole) of 2-heptanone. The reaction is worked up as before, and the product is isolated by chromatography on silica gel. RXN SMILES: C(NC(C)C)(C)C.C([Li])CCC.[CH3:13][C:14]1[N:19]=[C:18]([CH3:20])[C:17]([CH3:21])=[N:16][C:15]=1[CH3:22].[CH3:23][C:24](=[O:30])[CH2:25][CH2:26][CH2:27][CH2:28][CH3:29]>CCOCC>[OH:30][C:24]([CH3:23])([CH2:25][CH2:26][CH2:27][CH2:28][CH3:29])[CH2:22][C:15]1[C:14]([CH3:13])=[N:19][C:18]([CH3:20])=[C:17]([CH3:21])[N:16]=1. Starting materials: CCNC(=O)c1noc(-c2cc(Cl)c(OCc3ccccc3)cc2OCc2ccccc2)c1N, CC(=O)Cl, ClCCl. Product: CCNC(=O)c1noc(-c2cc(Cl)c(OCc3ccccc3)cc2OCc2ccccc2)c1NC(C)=O. As a reaction SMILES: [CH2:5]([c:6]1[cH:7][cH:8][cH:9][cH:10][cH:11]1)[O:12][c:13]1[c:14](-[c:28]2[c:29]([NH2:38])[c:30]([C:33](=[O:34])[NH:35][CH2:36][CH3:37])[n:31][o:32]2)[cH:15][c:16]([Cl:27])[c:17]([O:19][CH2:20][c:21]2[cH:22][cH:23][cH:24][cH:25][cH:26]2)[cH:18]1.[CH3:1][C:2]([Cl:3])=[O:4].[Cl:39][CH2:40][Cl:41]>>[CH3:1][C:2](=[O:4])[NH:38][c:29]1[c:28](-[c:14]2[c:13]([O:12][CH2:5][c:6]3[cH:7][cH:8][cH:9][cH:10][cH:11]3)[cH:18][c:17]([O:19][CH2:20][c:21]3[cH:22][cH:23][cH:24][cH:25][cH:26]3)[c:16]([Cl:27])[cH:15]2)[o:32][n:31][c:30]1[C:33](=[O:34])[NH:35][CH2:36][CH3:37]. The reactants are COc1ccc(C2OCC3CC(n4ccc5c(NC6CCc7ccccc76)ncnc54)C(OC(=S)Oc4ccccc4)C3O2)cc1, CCCC[SnH](CCCC)CCCC, Cc1ccccc1, CC(C)(C#N)N=NC(C)(C)C#N. Yields the product COc1ccc(C2OCC3CC(n4ccc5c(NC6CCc7ccccc76)ncnc54)CC3O2)cc1. Reaction SMILES: [C:1](=[S:2])([O:39][c:40]1[cH:41][cH:42][cH:43][cH:44][cH:45]1)[O:46][CH:3]1[CH:4]([n:20]2[cH:21][cH:22][c:23]3[c:24]2[n:25][cH:26][n:27][c:28]3[NH:29][CH:30]2[CH2:31][CH2:32][c:33]3[cH:34][cH:35][cH:36][cH:37][c:38]32)[CH2:5][CH:6]2[CH:7]1[O:8][CH:9]([c:12]1[cH:13][cH:14][c:15]([O:18][CH3:19])[cH:16][cH:17]1)[O:10][CH2:11]2.[CH2:47]([SnH:48]([CH2:49][CH2:50][CH2:51][CH3:52])[CH2:53][CH2:54][CH2:55][CH3:56])[CH2:57][CH2:58][CH3:59].[CH3:72][c:73]1[cH:74][cH:75][cH:76][cH:77][cH:78]1.[N:60]([C:61]([CH3:62])([CH3:63])[C:64]#[N:65])=[N:66][C:67]([CH3:68])([CH3:69])[C:70]#[N:71]>>[CH2:3]1[CH:4]([n:20]2[cH:21][cH:22][c:23]3[c:24]2[n:25][cH:26][n:27][c:28]3[NH:29][CH:30]2[CH2:31][CH2:32][c:33]3[cH:34][cH:35][cH:36][cH:37][c:38]32)[CH2:5][CH:6]2[CH:7]1[O:8][CH:9]([c:12]1[cH:13][cH:14][c:15]([O:18][CH3:19])[cH:16][cH:17]1)[O:10][CH2:11]2. The reactants are CNCC=1N(C2=CC=CC=C2C1)C (methyl-(1-methyl-1H-indol-2-ylmethyl)amine), Cl.CN1CC(NC2=C(C1)C=C(C=N2)/C=C/C(=O)O)=O ((E)-3-(4-methyl-2-oxo-2,3,4,5-tetrahydro-1H-pyrido[2,3-e][1,4]diazepin-7-yl)acrylic acid hydrochloride), CNCC1=C(C2=CC=CC=C2C=C1)CCC (methyl-(1-propyl-naphthalen-2-ylmethyl)amine), Cl.O=C1NC2=C(CN3CCC[C@@H]13)C=C(C=N2)/C=C/C(=O)O ((S)-(E)-3-(10-oxo-2,3,4,9,10,10a-hexahydro-1H-3a,8,9-triaza-benzo[f]azulen-6-yl)acrylic acid hydrochloride). The solvent is CO (methanol). Yields the product Cl.CN(C(\C=C\C=1C=NC2=C(CN3CCC[C@H]3C(N2)=O)C1)=O)CC=1N(C2=CC=CC=C2C1)C ((S)-(+)-(E)-N-Methyl-N-(1-methyl-1H-indol-2-ylmethyl)-3-(10-oxo-2,3,4,9,10,10a-hexahydro-1H-3a,8,9-triaza-benzo[f]azulen-6-yl)acrylamide hydrochloride). Yield: 23.0%. Reaction SMILES: [CH3:1][NH:2][CH2:3][C:4]1[N:5]([CH3:13])[C:6]2[C:11]([CH:12]=1)=[CH:10][CH:9]=[CH:8][CH:7]=2.CNCC1C=CC2C(=CC=CC=2)C=1CCC.[ClH:30].[O:31]=[C:32]1[C@H:41]2[N:37]([CH2:38][CH2:39][CH2:40]2)[CH2:36][C:35]2[CH:42]=[C:43](/[CH:46]=[CH:47]/[C:48](O)=[O:49])[CH:44]=[N:45][C:34]=2[NH:33]1.Cl.CN1CC2C=C(/C=C/C(O)=O)C=NC=2NC(=O)C1>CO>[ClH:30].[CH3:1][N:2]([CH2:3][C:4]1[N:5]([CH3:13])[C:6]2[C:11]([CH:12]=1)=[CH:10][CH:9]=[CH:8][CH:7]=2)[C:48](=[O:49])/[CH:47]=[CH:46]/[C:43]1[CH:44]=[N:45][C:34]2[NH:33][C:32](=[O:31])[C@H:41]3[N:37]([CH2:38][CH2:39][CH2:40]3)[CH2:36][C:35]=2[CH:42]=1 |f:2.3,4.5,7.8|. Reported procedure: According to the procedure of Example 1, except substituting methyl-(1-methyl-1H-indol-2-ylmethyl)amine for the methyl-(1-propyl-naphthalen-2-ylmethyl)amine, and substituting (S)-(E)-3-(10-oxo-2,3,4,9,10,10a-hexahydro-1H-3a,8,9-triaza-benzo[f]azulen-6-yl)acrylic acid hydrochloride for the (E)-3-(4-methyl-2-oxo-2,3,4,5-tetrahydro-1H-pyrido[2,3-e][1,4]diazepin-7-yl)acrylic acid hydrochloride, the title compound (91 mg, 23%) was prepared as a tan powder: [α]25D +197.70 (c 1.00, methanol); 1H NMR (3... Starting materials: CCCCOc1ccc(NC)cc1, c1ccc(CN2CCC3(CC2)CO3)cc1, CCOCC, CO. The product is CCCCOc1ccc(N(C)CC2(O)CCN(Cc3ccccc3)CC2)cc1. As a reaction SMILES: [CH2:21]([CH2:22][CH2:23][CH3:24])[O:25][c:26]1[cH:27][cH:28][c:29]([NH:30][CH3:31])[cH:32][cH:33]1.[CH2:6]([c:7]1[cH:8][cH:9][cH:10][cH:11][cH:12]1)[N:13]1[CH2:14][CH2:15][C:16]2([O:17][CH2:18]2)[CH2:19][CH2:20]1.[CH3:1][CH2:2][O:3][CH2:4][CH3:5].[CH3:34][OH:35]>>[CH2:6]([c:7]1[cH:8][cH:9][cH:10][cH:11][cH:12]1)[N:13]1[CH2:14][CH2:15][C:16]([OH:17])([CH2:18][N:30]([c:29]2[cH:28][cH:27][c:26]([O:25][CH2:21][CH2:22][CH2:23][CH3:24])[cH:33][cH:32]2)[CH3:31])[CH2:19][CH2:20]1.